From a dataset of the Open Reaction Database (ORD), a public repository of structured organic reaction records. describe an organic reaction: reactants, conditions, products, and yield Starting materials: NCC=1SC(=CN1)C=1N=C(SC1)N=C(N)N (4-(2-aminomethylthiazol-5-yl)-2-(diaminomethyleneamino)thiazole), CSC(=NC#N)SC (dimethyl N-cyanodithioiminocarbonate). The solvent is C(C)O (ethanol). Yields the product C(#N)N=C(NCC=1SC(=CN1)C=1N=C(SC1)N=C(N)N)SC (4-[2-(3-cyano-2-methylisothioureido)methylthiazol-5-yl]-2-(diaminomethyleneamino)thiazole). RXN SMILES: [NH2:1][CH2:2][C:3]1[S:4][C:5]([C:8]2[N:9]=[C:10]([N:13]=[C:14]([NH2:16])[NH2:15])[S:11][CH:12]=2)=[CH:6][N:7]=1.[CH3:17][S:18][C:19](SC)=[N:20][C:21]#[N:22]>C(O)C>[C:21]([N:20]=[C:19]([S:18][CH3:17])[NH:1][CH2:2][C:3]1[S:4][C:5]([C:8]2[N:9]=[C:10]([N:13]=[C:14]([NH2:16])[NH2:15])[S:11][CH:12]=2)=[CH:6][N:7]=1)#[N:22]. Reported procedure: A mixture of 4-(2-aminomethylthiazol-5-yl)-2-(diaminomethyleneamino)thiazole (0.45 g) and dimethyl N-cyanodithioiminocarbonate [(CH3S)2C=N--CN] (0.26 g) in ethanol (10 ml) was refluxed for 5 hours with stirring to give 4-[2-(3-cyano-2-methylisothioureido)methylthiazol-5-yl]-2-(diaminomethyleneamino)thiazole as a crude product. After cooling to ambient temperature, 40% aqueous methylamine by weight (1.4 ml) was added to the suspension and the mixture was stirred for 12 hours at ambient temperatur... Starting materials: BrC=1C=CC=2N(C1)C(=CN2)C=O (6-bromoimidazo[1,2-a]pyridine-3-carbaldehyde), BrC=1C=CC=2N(C1)C(=CN2)C=O (6-bromoimidazo[1,2-a]pyridine-3-carbaldehyde), CC1=CC=C(C=N1)B(O)O (6-methylpyridin-3-ylboronic acid). Product: CC1=CC=C(C=N1)C=1C=CC=2N(C1)C(=CN2)C=O (6-(6-methylpyridin-3-yl) imidazo[1,2-a]pyridine-3-carbaldehyde). The yield is 40.0%. Reaction SMILES: Br[C:2]1[CH:3]=[CH:4][C:5]2[N:6]([C:8]([CH:11]=[O:12])=[CH:9][N:10]=2)[CH:7]=1.[CH3:13][C:14]1[N:19]=[CH:18][C:17](B(O)O)=[CH:16][CH:15]=1>>[CH3:13][C:14]1[N:19]=[CH:18][C:17]([C:2]2[CH:3]=[CH:4][C:5]3[N:6]([C:8]([CH:11]=[O:12])=[CH:9][N:10]=3)[CH:7]=2)=[CH:16][CH:15]=1. Procedure: The title compound was prepared by following the procedure as described for Intermediate 1 using 6-bromoimidazo[1,2-a]pyridine-3-carbaldehyde and 6-methylpyridin-3-ylboronic acid. Yield: 40%; 1H NMR (DMSO-d6; 300 MHz): δ 10.0 (s, 1H), 9.74 (s, 1H), 8.79 (d, 1H, J=1.8 Hz), 8.38 (s, 1H), 7.93-7.78 (m, 4H), 7.33 (d, 1H, J=8.1 Hz), 2.66 (s, 3H); MS: m/z 238(M+1)+. The reactants are NCC1(CC2=C(N(C3=C1C=CC=C3)CC)C=CC=C2)CCN(CC)CC (10-(aminomethyl)-N,N,5-triethyl-10,11-dihydro-5H-dibenz[b,f]azepine-10-ethanamine), CCOCC (ether), solution, Br (hydrogen bromide). Run in C(C)O (ethanol), C(C)O (ethanol). Product: Br.Br.NCC1(CC2=C(N(C3=C1C=CC=C3)CC)C=CC=C2)CCN(CC)CC (10-(aminomethyl)-N,N,5-triethyl-10,11-dihydro-5H-dibenz[b,f]azepine-10-ethanamine dihydrobromide). As a reaction SMILES: [NH2:1][CH2:2][C:3]1([CH2:20][CH2:21][N:22]([CH2:25][CH3:26])[CH2:23][CH3:24])[C:9]2[CH:10]=[CH:11][CH:12]=[CH:13][C:8]=2[N:7]([CH2:14][CH3:15])[C:6]2[CH:16]=[CH:17][CH:18]=[CH:19][C:5]=2[CH2:4]1.[BrH:27].CCOCC>C(O)C>[BrH:27].[BrH:27].[NH2:1][CH2:2][C:3]1([CH2:20][CH2:21][N:22]([CH2:25][CH3:26])[CH2:23][CH3:24])[C:9]2[CH:10]=[CH:11][CH:12]=[CH:13][C:8]=2[N:7]([CH2:14][CH3:15])[C:6]2[CH:16]=[CH:17][CH:18]=[CH:19][C:5]=2[CH2:4]1 |f:4.5.6|. Procedure: A solution of 4 parts of 10-(aminomethyl)-N,N,5-triethyl-10,11-dihydro-5H-dibenz[b,f]azepine-10-ethanamine in a minimal quantity of absolute ethanol is acidified with a 15% solution of hydrogen bromide in ethanol. Sufficient anhydrous ether is then added to induce separation of an oil. Supernatant solvents are decanted from the oil, which is crystallized by slurrying with anhydrous ether. The product thus isolated, filtered off and recrystallized from a mixture of ethanol and absolute ether, aff... The reactants are FC=1C=C(CN2C(=NC=C2)S)C=C(C1)F (1-(3,5-difluorobenzyl)-2-mercaptoimidazole), C1(=CC=CC=C1)CCN1C(=NC=C1)S (1-(phenylethyl)-2-mercaptoimidazole). Yields the product NCCSC=1N(C=CN1)CCC1=CC=CC=C1 (2-(2-aminoethylthio)-1-(phenylethyl)imidazole). RXN SMILES: FC1C=[C:4](C=C(F)C=1)[CH2:5][N:6]1C=CN=C1S.[C:16]1([CH2:22][CH2:23][N:24]2[CH:28]=[CH:27][N:26]=[C:25]2[SH:29])[CH:21]=[CH:20][CH:19]=[CH:18][CH:17]=1>>[NH2:6][CH2:5][CH2:4][S:29][C:25]1[N:24]([CH2:23][CH2:22][C:16]2[CH:21]=[CH:20][CH:19]=[CH:18][CH:17]=2)[CH:28]=[CH:27][N:26]=1. Reported procedure: The Example 1 process wherein 1-(3,5-difluorobenzyl)-2-mercaptoimidazole is replaced by 1-(phenylethyl)-2-mercaptoimidazole yields 2-(2-aminoethylthio)-1-(phenylethyl)imidazole. Starting materials: [OH-].[Na+] (sodium hydroxide), C1(=CC=CS1)C(=O)C=1C=C2CCC(C2=CC1O)C(=O)O (5-thenoyl-6-hydroxy-indane-1-carboxylic acid), ethyl acetate petroleum ether, CO (methanol). The product is COC(=O)C1CCC2=CC(=C(C=C12)O)C(C1=CC=CS1)=O (5-thenoyl-6-hydroxy-indane-1-carboxylic acid methyl ester). RXN SMILES: [OH-].[Na+].[C:3]1([C:8]([C:10]2[CH:11]=[C:12]3[C:16](=[CH:17][C:18]=2[OH:19])[CH:15]([C:20]([OH:22])=[O:21])[CH2:14][CH2:13]3)=[O:9])[S:7][CH:6]=[CH:5][CH:4]=1.[CH3:23]O>>[CH3:23][O:21][C:20]([CH:15]1[C:16]2[C:12](=[CH:11][C:10]([C:8](=[O:9])[C:3]3[S:7][CH:6]=[CH:5][CH:4]=3)=[C:18]([OH:19])[CH:17]=2)[CH2:13][CH2:14]1)=[O:22] |f:0.1|. Procedure details: Analogously to the description in Example 2, 4.0 g of 5-thenoyl-6-hydroxy-indane-1-carboxylic acid methyl ester and 20 ml of 2N sodium hydroxide solution in 50 ml of methanol give 5-thenoyl-6-hydroxy-indane-1-carboxylic acid of melting point 183°-184° C (from ethyl acetate/petroleum ether). The reactants are IC=1C=NC=CC1 (3-iodopyridine), O=C1NC=CC(=C1)OC1CCN(CC1)C(=O)OC(C)(C)C (tert-butyl 4-(2-oxo-1,2-dihydropyridin-4-yloxy)piperidine-1-carboxylate), N1=CC=CC2=CC=CC(=C12)O (quinolin-8-ol), C([O-])([O-])=O.[Cs+].[Cs+] (cesium carbonate). Reagents/catalysts: [Cu]I (copper(I) iodide). Run in CS(=O)C (DMSO), O (water). Reaction conditions: temperature 125 celsius. The product is O=C1N(C=CC(=C1)OC1CCN(CC1)C(=O)OC(C)(C)C)C=1C=NC=CC1 (tert-butyl 4-(2-oxo-1-(pyridin-3-yl)-1,2-dihydropyridin-4-yloxy)piperidine-1-carboxylate). The yield is 31.9%. As a reaction SMILES: I[C:2]1[CH:3]=[N:4][CH:5]=[CH:6][CH:7]=1.[O:8]=[C:9]1[CH:14]=[C:13]([O:15][CH:16]2[CH2:21][CH2:20][N:19]([C:22]([O:24][C:25]([CH3:28])([CH3:27])[CH3:26])=[O:23])[CH2:18][CH2:17]2)[CH:12]=[CH:11][NH:10]1.N1C2C(=CC=CC=2O)C=CC=1.C(=O)([O-])[O-].[Cs+].[Cs+]>CS(C)=O.O.[Cu]I>[O:8]=[C:9]1[CH:14]=[C:13]([O:15][CH:16]2[CH2:21][CH2:20][N:19]([C:22]([O:24][C:25]([CH3:28])([CH3:27])[CH3:26])=[O:23])[CH2:18][CH2:17]2)[CH:12]=[CH:11][N:10]1[C:2]1[CH:3]=[N:4][CH:5]=[CH:6][CH:7]=1 |f:3.4.5|. Procedure: A mixture of 3-iodopyridine (287 mg, 1.400 mmol, TCI), tert-butyl 4-(2-oxo-1,2-dihydropyridin-4-yloxy)piperidine-1-carboxylate (206 mg, 0 7 mmol), quinolin-8-ol (40.6 mg, 0.280 mmol, Alfa Aesar), copper(I) iodide (9.49 μL, 0.280 mmol, Aldrich) and cesium carbonate (296 mg, 0.910 mmol, Aldrich) in DMSO (0.8 mL) was heated at 125° C. for 3 hrs. The reaction mixture was diluted with EtOAC and water and filtrated. The filtrate was separated and the aqueous layer was extracted further with EtOAc. The... Reactants: CC=1C(=CC=2C(CCC(C2C1)(C)C)(C)C)C(C)OC1=CC=C(C=O)C=C1 (4-(1-(3,5,5,8,8-pentamethyl-5,6,7,8-tetrahydro-naphtalene-2-yl)-ethoxy)-benzaldehyde), S1C(NC(C1)=O)=O (2,4-thiazolidinedione), O (water). The reagents and catalysts are N1CCCCC1 (piperidine), C(C)(=O)O (acetic acid). The solvent is C1(=CC=CC=C1)C (toluene). Yields the product CC=1C(=CC=2C(CCC(C2C1)(C)C)(C)C)C(C)OC1=CC=C(C=C2C(NC(S2)=O)=O)C=C1 (5-(4-(1-(3,5,5,8,8-pentamethyl-5,6,7,8-tetrahydro-naphtalen-2-yl)-ethoxy)-benzylidene)-thiazolidine-2,4-dione). RXN SMILES: [CH3:1][C:2]1[C:3]([CH:16]([O:18][C:19]2[CH:26]=[CH:25][C:22]([CH:23]=O)=[CH:21][CH:20]=2)[CH3:17])=[CH:4][C:5]2[C:6]([CH3:15])([CH3:14])[CH2:7][CH2:8][C:9]([CH3:13])([CH3:12])[C:10]=2[CH:11]=1.[S:27]1[CH2:31][C:30](=[O:32])[NH:29][C:28]1=[O:33].O>N1CCCCC1.C(O)(=O)C.C1(C)C=CC=CC=1>[CH3:1][C:2]1[C:3]([CH:16]([O:18][C:19]2[CH:20]=[CH:21][C:22]([CH:23]=[C:31]3[S:27][C:28](=[O:33])[NH:29][C:30]3=[O:32])=[CH:25][CH:26]=2)[CH3:17])=[CH:4][C:5]2[C:6]([CH3:15])([CH3:14])[CH2:7][CH2:8][C:9]([CH3:12])([CH3:13])[C:10]=2[CH:11]=1. Reported procedure: A mixture of 4-(1-(3,5,5,8,8-pentamethyl-5,6,7,8-tetrahydro-naphtalene-2-yl)-ethoxy)-benzaldehyde (350 mg; 1.0 mmol), 2,4-thiazolidinedione (129 mg; 1.1 mmol), piperidine (1 drop) and acetic acid (1 drop) in toluene (10 ml) was refluxed for 3 hours using a water separator. Upon cooling to room temperature the product precipitated. Filtration gave the title compound in 325 mg (72%) yield.